From a dataset of the Open Reaction Database (ORD), a public repository of structured organic reaction records. describe an organic reaction: reactants, conditions, products, and yield Reactants: CCOC(=O)Cn1nc(C(=O)C(C)C)c2ccc(OC)cc21, CO, [Na+], [OH-], O. Product: COc1ccc2c(C(=O)C(C)C)nn(CC(=O)O)c2c1. RXN SMILES: [C:1]([CH:2]([CH3:3])[CH3:4])(=[O:5])[c:6]1[n:7][n:8]([CH2:17][C:18](=[O:19])[O:20][CH2:21][CH3:22])[c:9]2[cH:10][c:11]([O:15][CH3:16])[cH:12][cH:13][c:14]12.[CH3:26][OH:27].[Na+:25].[OH-:24].[OH2:23]>>[C:1]([CH:2]([CH3:3])[CH3:4])(=[O:5])[c:6]1[n:7][n:8]([CH2:17][C:18](=[O:19])[OH:20])[c:9]2[cH:10][c:11]([O:15][CH3:16])[cH:12][cH:13][c:14]12. The reactants are N1=C(C=CC=C1)N1CCNCC1 (1-(2-pyridyl)piperazine), CC1(OC([C@@H](O1)[C@@H](C(=O)OC1=C(C(=C(C(=C1F)F)F)F)F)CC(C)C)=O)C (pentafluorophenyl (2S)-2-[(4S)-2,2-dimethyl-5-oxo-1,3-dioxolan-4-yl]-4-methylpentanoate), ONC([C@H]([C@H](CC(C)C)C(=O)N1CCN(CC1)C1=NC=CC=C1)O)=O ((2S,3S)-N,2-dihydroxy-5-methyl-3-{[4-(2-pyridinyl)-1-piperazinyl]carbonyl}hexanamide), ONC([C@H]([C@H](CC(C)C)C(=O)N1CCN(CC1)C1=NC=CC=C1)O)=O ((2S,3S)-N,2-dihydroxy-5-methyl-3-{[4-(2-pyridinyl)-1-piperazinyl]carbonyl}hexanamide). Run in CN(C)C=O (DMF). The product is CC1(O[C@H](C(O1)=O)[C@H](CC(C)C)C(=O)N1CCN(CC1)C1=NC=CC=C1)C ((5S)-2,2-dimethyl-5-((1S)-3-methyl-1-{[4-(2-pyridinyl)-1-piperazinyl]carbonyl}butyl)-1,3-dioxolan-4-one). As a reaction SMILES: [CH3:1][C:2]1([CH3:27])[O:6][C@@H:5]([C@H:7]([CH2:22][CH:23]([CH3:25])[CH3:24])[C:8]([O:10]C2C(F)=C(F)C(F)=C(F)C=2F)=O)[C:4](=[O:26])[O:3]1.ONC(=O)[C@@H](O)[C@@H](C([N:39]1[CH2:44][CH2:43][N:42]([C:45]2[CH:50]=[CH:49][CH:48]=[CH:47][N:46]=2)[CH2:41][CH2:40]1)=O)CC(C)C.N1C=CC=CC=1N1CCNCC1>CN(C=O)C>[CH3:27][C:2]1([CH3:1])[O:3][C:4](=[O:26])[C@H:5]([C@@H:7]([C:8]([N:39]2[CH2:44][CH2:43][N:42]([C:45]3[CH:50]=[CH:49][CH:48]=[CH:47][N:46]=3)[CH2:41][CH2:40]2)=[O:10])[CH2:22][CH:23]([CH3:24])[CH3:25])[O:6]1. Procedure details: To a solution of a 55/45 diastereoisomeric mixture of pentafluorophenyl (2S)-2-[(4S)-2,2-dimethyl-5-oxo-1,3-dioxolan-4-yl]-4-methylpentanoate and pentafluorophenyl (2R)-2-[(4S)-2,2-dimethyl-5-oxo-1,3-dioxolan-4-yl]-4-methylpentanoate (Intermediate 1, 792.6 mg; 2.0 mmol; 1.0 eq.) in DMF (15 mL) was added 1-(2-pyridyl)piperazine (326.5 mg; 2.0 mmol; 1.0 eq.). After 14 h of reaction at RT, the solvent was evaporated to give an oil. Purification by chromatography (SiO2) gave the title compound as a ...